Task: describe an organic reaction: reactants, conditions, products, and yield. Dataset: the Open Reaction Database (ORD), a public repository of structured organic reaction records The reactants are CCCC[Mg+], CCOC(C)OC(Cc1ccccc1)C1CCC(C#N)(N(C)C)CC1, [Cl-], [Cl-], [NH4+], C1CCOC1, O. Yields the product CCCCC1(N(C)C)CCC(C(Cc2ccccc2)OC(C)OCC)CC1. As a reaction SMILES: [CH2:2]([CH2:3][CH2:4][CH3:5])[Mg+:6].[CH3:7][N:8]([C:9]1([C:29]#[N:30])[CH2:10][CH2:11][CH:12]([CH:15]([CH2:16][c:17]2[cH:18][cH:19][cH:20][cH:21][cH:22]2)[O:23][CH:24]([CH3:25])[O:26][CH2:27][CH3:28])[CH2:13][CH2:14]1)[CH3:31].[Cl-:1].[Cl-:33].[NH4+:34].[O:35]1[CH2:36][CH2:37][CH2:38][CH2:39]1.[OH2:32]>>[CH2:2]([CH2:3][CH2:4][CH3:5])[C:9]1([N:8]([CH3:7])[CH3:31])[CH2:10][CH2:11][CH:12]([CH:15]([CH2:16][c:17]2[cH:18][cH:19][cH:20][cH:21][cH:22]2)[O:23][CH:24]([CH3:25])[O:26][CH2:27][CH3:28])[CH2:13][CH2:14]1. Reactants: CCCC[N+](CCCC)(CCCC)CCCC.[F-] (TBAF), ClC=1C(=CC2=C(N(C(=N2)OC=2C=CC(=C(C(=O)O)C2)C)COCC[Si](C)(C)C)C1)C1=C(C=C(C=C1)OC)F (5-[(6-chloro-5-(2-fluoro-4-methoxyphenyl)-1-{[2-(trimethylsilyl)ethoxy]methyl}-1H-benzimidazol-2-yl)oxy]-2-methylbenzoic acid). Run in O1CCOCC1 (dioxane). Run at temperature 80 celsius. The product is ClC=1C(=CC2=C(NC(=N2)OC=2C=CC(=C(C(=O)O)C2)C)C1)C1=C(C=C(C=C1)OC)F (5-{[6-chloro-5-(2-fluoro-4-methoxyphenyl)-1H-benzimidazol-2-yl]oxy}-2-methylbenzoic acid). As a reaction SMILES: CCCC[N+](CCCC)(CCCC)CCCC.[F-].[Cl:19][C:20]1[C:21]([C:48]2[CH:53]=[CH:52][C:51]([O:54][CH3:55])=[CH:50][C:49]=2[F:56])=[CH:22][C:23]2[N:27]=[C:26]([O:28][C:29]3[CH:30]=[CH:31][C:32]([CH3:38])=[C:33]([CH:37]=3)[C:34]([OH:36])=[O:35])[N:25](COCC[Si](C)(C)C)[C:24]=2[CH:47]=1>O1CCOCC1>[Cl:19][C:20]1[C:21]([C:48]2[CH:53]=[CH:52][C:51]([O:54][CH3:55])=[CH:50][C:49]=2[F:56])=[CH:22][C:23]2[N:27]=[C:26]([O:28][C:29]3[CH:30]=[CH:31][C:32]([CH3:38])=[C:33]([CH:37]=3)[C:34]([OH:36])=[O:35])[NH:25][C:24]=2[CH:47]=1 |f:0.1|. Procedure details: TBAF (1M in THF) (0.5 mL) was added to a solution of 5-[(6-chloro-5-(2-fluoro-4-methoxyphenyl)-1-{[2-(trimethylsilyl)ethoxy]methyl}-1H-benzimidazol-2-yl)oxy]-2-methylbenzoic acid in dioxane (3 mL). The reaction was heated at 80° C. for 16 h. Volatiles were removed and the residue acidified with 2N aqueous HCl and extracted with EtOAc. The organic phase was washed with water and concentrated. Purification by reverse phase HPLC eluting with 15-90% MeCN:water afforded the title compound as a white ... Starting materials: N-protected-α-amino acid, CC1(CCC1)OC(=O)N[C@H]1CC(=O)OC1=O (N-(1-methylcyclobutyloxycarbonyl) aspartic anhydride), ClC(=O)[O-] (chloroformate), COC([C@@H](N)CC(=O)OC)=O (aspartic acid dimethyl ester), Cl.COC([C@@H](N)CC1=CC=CC=C1)=O (phenylalanine methyl ester hydrochloride), ClC(=O)OC1(CCC1)C (1-methylcyclobutyl chloroformate), N[C@@H](CC(=O)O)C(=O)O (aspartic acid), COC([C@@H](N)CC(=O)OC)=O (aspartic acid dimethyl ester), 1-methylcyclobutylchloroformate, COC([C@@H](NC([C@@H](N)CC(O)=O)=O)CC1=CC=CC=C1)=O (α-aspartyl-phenylalanine methyl ester), dipeptide, N[C@@H](CC(=O)O)C(=O)O (aspartic acid). Run in C(Cl)(Cl)Cl (chloroform), C(Cl)(Cl)Cl (chloroform), peptide, C(C)N(CC)CC (Triethylamine). Product: COC([C@@H](NC(=O)OC1(CCC1)C)CC(=O)OC)=O (N-(1-methylcyclobutyloxycarbonyl) aspartic acid dimethyl ester). RXN SMILES: COC(=O)[C@H](CC1C=CC=CC=1)NC(=O)[C@H](CC(=O)O)N.[CH3:22][C:23]1([O:27][C:28](N[C@@H]2C(=O)OC(=O)C2)=[O:29])[CH2:26][CH2:25][CH2:24]1.Cl.COC(=O)[C@H](CC1C=CC=CC=1)N.N[C@H](C(O)=O)CC(O)=O.[CH3:61][O:62][C:63](=[O:71])[C@H:64]([CH2:66][C:67]([O:69][CH3:70])=[O:68])[NH2:65].ClC([O-])=O.ClC(OC1(C)CCC1)=O>C(Cl)(Cl)Cl.C(N(CC)CC)C>[CH3:61][O:62][C:63](=[O:71])[C@H:64]([CH2:66][C:67]([O:69][CH3:70])=[O:68])[NH:65][C:28]([O:27][C:23]1([CH3:22])[CH2:26][CH2:25][CH2:24]1)=[O:29] |f:2.3|. Procedure details: An example of the use of the novel N-protected-α-amino acid compounds of this invention in peptide synthesis is the preparation of α-aspartyl-phenylalanine methyl ester, a known sweetening agent. The dipeptide is conveniently prepared by coupling N-(1-methylcyclobutyloxycarbonyl) aspartic anhydride with phenylalanine methyl ester hydrochloride. Introduction of the N-(1-methylcyclobutyloxycarbonyl blocking group into aspartic acid is accomplished by reacting 1-methylcyclobutylchloroformate with a... The reactants are C(C)O (ethanol), alcohol, C(=O)C1=CC=C(S1)C=1SC=CC1C=1SC=CC1 (5-formyl terthiophene), C(C)O (ethanol), Cl (hydrochloric acid), Cl (hydrochloric acid), Cl (hydrochloric acid), C([O-])(O)=O.[Na+] (sodium bicarbonate). Conditions: time 2 hour. Yields the product C(C)OCC1=CC=C(S1)C=1SC=CC1C=1SC=CC1 (5-ethoxymethyl terthiophene). As a reaction SMILES: Cl.[CH:2]([C:4]1[S:8][C:7]([C:9]2[S:10][CH:11]=[CH:12][C:13]=2[C:14]2[S:15][CH:16]=[CH:17][CH:18]=2)=[CH:6][CH:5]=1)=[O:3].C(=O)(O)[O-].[Na+].[CH2:24](O)[CH3:25]>>[CH2:24]([O:3][CH2:2][C:4]1[S:8][C:7]([C:9]2[S:10][CH:11]=[CH:12][C:13]=2[C:14]2[S:15][CH:16]=[CH:17][CH:18]=2)=[CH:6][CH:5]=1)[CH3:25] |f:2.3|. Reported procedure: The yield could be increased to 85% or higher by substituting absolute ethanol for alcohol and concentrated hydrochloric acid for diluted hydrochloric acid. More specifically, 5-formyl terthiophene (0.2 g) was first dissolved in absolute ethanol (15 ml) at room temperature. To the solution, 0.03 ml concentrated hydrochloric acid/absolute ethanol mixture (0.3 ml conc. HCl in 10 ml absolute ethanol) was then added. After stirring for 2 hours, 0.8 g sodium bicarbonate (NaHCO3) was added and the sti... The reactants are CN, Cl, Cc1ccc(S(=O)(=O)OCC2Cc3cc(-c4ccccc4)cc(-c4ccc(F)cc4)c3O2)cc1. The product is CNCC1Cc2cc(-c3ccccc3)cc(-c3ccc(F)cc3)c2O1. RXN SMILES: [CH3:36][NH2:37].[ClH:1].[F:2][c:3]1[cH:4][cH:5][c:6](-[c:9]2[cH:10][c:11](-[c:30]3[cH:31][cH:32][cH:33][cH:34][cH:35]3)[cH:12][c:13]3[c:17]2[O:16][CH:15]([CH2:18][O:19][S:20]([c:21]2[cH:22][cH:23][c:24]([CH3:25])[cH:26][cH:27]2)(=[O:28])=[O:29])[CH2:14]3)[cH:7][cH:8]1>>[F:2][c:3]1[cH:4][cH:5][c:6](-[c:9]2[cH:10][c:11](-[c:30]3[cH:31][cH:32][cH:33][cH:34][cH:35]3)[cH:12][c:13]3[c:17]2[O:16][CH:15]([CH2:18][NH:37][CH3:36])[CH2:14]3)[cH:7][cH:8]1.